This data is from the Open Reaction Database (ORD), a public repository of structured organic reaction records. The task is: describe an organic reaction: reactants, conditions, products, and yield Starting materials: ClC=1C=C(C=CC1I)C(F)(F)F (3-chloro-4-iodobenzotrifluoride), C1(=CC=CC=C1)P(C1=CC=CC=C1)C1=CC=CC=C1 (triphenylphosphine), C(C#C)O (propargyl alcohol), C(C)(C)N(CC)C(C)C (diisopropylethylamine). Reagents/catalysts: [Cu]I (copper(I) iodide), C1=CC=C(C=C1)/C=C/C(=O)/C=C/C2=CC=CC=C2.C1=CC=C(C=C1)/C=C/C(=O)/C=C/C2=CC=CC=C2.C1=CC=C(C=C1)/C=C/C(=O)/C=C/C2=CC=CC=C2.C(Cl)(Cl)Cl.[Pd].[Pd] (tris(dibenzylideneacetone)dipalladium(0) chloroform adduct). Solvent: [Cl-].[Na+].O (brine), O1CCCC1 (tetrahydrofuran). Reaction conditions: time 17 hour. Product: ClC1=C(C=CC(=C1)C(F)(F)F)C#CCO (3-(2-chloro-4-trifluoromethylphenyl)-2-propyne-1-ol). As a reaction SMILES: [Cl:1][C:2]1[CH:3]=[C:4]([C:9]([F:12])([F:11])[F:10])[CH:5]=[CH:6][C:7]=1I.C1(P(C2C=CC=CC=2)C2C=CC=CC=2)C=CC=CC=1.[CH2:32]([OH:35])[C:33]#[CH:34].C(N(C(C)C)CC)(C)C>[Cl-].[Na+].O.[Cu]I.C1C=CC(/C=C/C(/C=C/C2C=CC=CC=2)=O)=CC=1.C1C=CC(/C=C/C(/C=C/C2C=CC=CC=2)=O)=CC=1.C1C=CC(/C=C/C(/C=C/C2C=CC=CC=2)=O)=CC=1.C(Cl)(Cl)Cl.[Pd].[Pd].O1CCCC1>[Cl:1][C:2]1[CH:3]=[C:4]([C:9]([F:12])([F:11])[F:10])[CH:5]=[CH:6][C:7]=1[C:34]#[C:33][CH2:32][OH:35] |f:4.5.6,8.9.10.11.12.13|. Reported procedure: A mixture of 3-chloro-4-iodobenzotrifluoride (5.00 g), copper(I) iodide (62.1 mg), triphenylphosphine (214 mg), tris(dibenzylideneacetone)dipalladium(0) chloroform adduct (337 mg), propargyl alcohol (1.06 ml), diisopropylethylamine (11.4 ml) and tetrahydrofuran (100 ml) was stirred at room temperature for 17 hr. The reaction mixture was added to brine, and the mixture was extracted with ethyl acetate, washed with saturated brine, and dried over anhydrous magnesium sulfate. The solvent was evapor... Reactants: ClCl (chlorine), C21H21ClN4O2, N1(CCCC1)C(=O)C1=CC=C(C(=O)O)C=C1 (4-(pyrrolidin-1-ylcarbonyl)benzoic acid), CN(C)C(=[N+](C)C)ON1C2=C(C=CC=C2)N=N1.[B-](F)(F)(F)F (TBTU), C(C)(C)N(CC)C(C)C (diisopropylethylamine), ClC1=CC2=C(NC(=N2)C(C)N)C=C1 (1-(5-chloro-1H-benzimidazol-2-yl)ethylamine). Solvent: C(Cl)Cl.C(C)O (methylene chloride ethanol), O1CCCC1 (tetrahydrofuran). The product is ClC1=CC2=C(NC(=N2)C(C)NC(C2=CC=C(C=C2)C(=O)N2CCCC2)=O)C=C1 (N-[1-(5-chloro-1H-benzimidazol-2-yl)]ethyl-4-(pyrrolidin-1-ylcarbonyl)benzamide). The yield is 98.0%. As a reaction SMILES: [N:1]1([C:6]([C:8]2[CH:16]=[CH:15][C:11]([C:12]([OH:14])=O)=[CH:10][CH:9]=2)=[O:7])[CH2:5][CH2:4][CH2:3][CH2:2]1.CN(C(ON1N=NC2C=CC=CC1=2)=[N+](C)C)C.[B-](F)(F)(F)F.C(N(C(C)C)CC)(C)C.[Cl:48][C:49]1[CH:60]=[CH:59][C:52]2[NH:53][C:54]([CH:56]([NH2:58])[CH3:57])=[N:55][C:51]=2[CH:50]=1.ClCl>O1CCCC1.C(Cl)Cl.C(O)C>[Cl:48][C:49]1[CH:60]=[CH:59][C:52]2[NH:53][C:54]([CH:56]([NH:58][C:12](=[O:14])[C:11]3[CH:10]=[CH:9][C:8]([C:6]([N:1]4[CH2:2][CH2:3][CH2:4][CH2:5]4)=[O:7])=[CH:16][CH:15]=3)[CH3:57])=[N:55][C:51]=2[CH:50]=1 |f:1.2,7.8|. Procedure details: Prepared analogously to Example 1g from 4-(pyrrolidin-1-ylcarbonyl)benzoic acid, TBTU, diisopropylethylamine, and 1-(5-chloro-1H-benzimidazol-2-yl)ethylamine in tetrahydrofuran. Yield: 98%; Rf value: 0.50 (silica gel; methylene chloride/ethanol=9:1); C21H21ClN4O2 (396.88); mass spectrum: (M+H)+=397/399 (chlorine isotope).